Dataset: the Open Reaction Database (ORD), a public repository of structured organic reaction records. Task: describe an organic reaction: reactants, conditions, products, and yield The reactants are CC(C)(C)OC(=O)NCC(C)(C)c1ccc([N+](=O)[O-])cc1, CCO, O=C[O-], [NH4+]. The product is CC(C)(C)OC(=O)NCC(C)(C)c1ccc(N)cc1. RXN SMILES: [CH3:1][C:2]([CH2:3][NH:4][C:5]([O:6][C:7]([CH3:8])([CH3:9])[CH3:10])=[O:11])([CH3:12])[c:13]1[cH:14][cH:15][c:16]([N+:19]([O-:20])=[O:21])[cH:17][cH:18]1.[CH3:26][CH2:27][OH:28].[CH:22]([O-:23])=[O:24].[NH4+:25]>>[CH3:1][C:2]([CH2:3][NH:4][C:5]([O:6][C:7]([CH3:8])([CH3:9])[CH3:10])=[O:11])([CH3:12])[c:13]1[cH:14][cH:15][c:16]([NH2:19])[cH:17][cH:18]1. The reactants are O=C(O)Cc1cc(Br)ccc1Cl, CN(C)C=O, O=C(Cl)C(=O)Cl, ClCCl. Yields the product O=C(Cl)Cc1cc(Br)ccc1Cl. Reaction SMILES: [Br:1][c:2]1[cH:3][cH:4][c:5]([Cl:12])[c:6]([CH2:8][C:9](=[O:10])[OH:11])[cH:7]1.[CH3:19][N:20]([CH3:21])[CH:22]=[O:23].[Cl:13][C:14]([C:15]([Cl:16])=[O:17])=[O:18].[Cl:24][CH2:25][Cl:26]>>[Br:1][c:2]1[cH:3][cH:4][c:5]([Cl:12])[c:6]([CH2:8][C:9](=[O:10])[Cl:13])[cH:7]1. Starting materials: CCOC(=O)C.CCCCCC (EtOAc hexane), CC[O-].[Na+] (NaOEt), ClCC=1C=NC=CC1 (3-chloromethylpyridine), C12(CC3CC(CC(C1)C3)C2)N2CN=CC=C2CC(C(=O)OCC)C=O (3-N-adamantan-1-yl-3-oxo-2-pyrimidin4-ylmethyl-propanoic acid, ethyl ester). Solvent: CCO (EtOH), CCO (EtOH), CCO (EtOH). Yields the product Cl.Cl.C12(CC3CC(CC(C1)C3)C2)N2CN=CC=C2CC(C(=O)OCC)(C=O)CC=2C=NC=CC2 (3-N-Adamantan-1-yl-3-oxo-2-pyridin-3-ylmethyl-2-pyrimidin-4-ylmethyl-propanoic acid, ethyl ester, dihydrochloride salt), base. The yield is 42.0%. As a reaction SMILES: [C:1]12([N:11]3[C:16]([CH2:17][CH:18]([CH:24]=[O:25])[C:19]([O:21][CH2:22][CH3:23])=[O:20])=[CH:15][CH:14]=[N:13][CH2:12]3)[CH2:10][CH:5]3[CH2:6][CH:7]([CH2:9][CH:3]([CH2:4]3)[CH2:2]1)[CH2:8]2.CC[O-].[Na+].[Cl:30][CH2:31][C:32]1[CH:33]=[N:34][CH:35]=[CH:36][CH:37]=1.CCOC(C)=O.CCCCCC>CCO>[ClH:30].[ClH:30].[C:1]12([N:11]3[C:16]([CH2:17][C:18]([CH2:31][C:32]4[CH:33]=[N:34][CH:35]=[CH:36][CH:37]=4)([CH:24]=[O:25])[C:19]([O:21][CH2:22][CH3:23])=[O:20])=[CH:15][CH:14]=[N:13][CH2:12]3)[CH2:8][CH:7]3[CH2:9][CH:3]([CH2:4][CH:5]([CH2:6]3)[CH2:10]1)[CH2:2]2 |f:1.2,4.5,7.8.9|. Procedure: The procedure described in Example 140B was followed with a solution of 3-N-adamantan-1-yl-3-oxo-2-pyrimidin4-ylmethyl-propanoic acid, ethyl ester [prepared as described in Example 144] (0.225 g, 0.629 mmol) in EtOH (3 mL), a 21% by weight solution of NaOEt in EtOH (0.306 mL, 0.818 mmol), and a solution of 3-chloromethylpyridine (0.088 g, 0.692 mmol) in EtOH (1 mL) except that the reaction was heated at 60° C. overnight (16 hours). After flash chromatography (75 to 100% EtOAc-hexane), the title ... The reactants are CC#Cc1cc(C=O)n(C2CC(O)C(COC(c3ccccc3)(c3ccccc3)c3ccccc3)O2)c1, CCCC[SnH](CCCC)CCCC, CC#N, CN(C)c1ccncc1, Cc1ccccc1, S=C(Cl)Oc1ccccc1, CC(C)(C#N)N=NC(C)(C)C#N. As a reaction SMILES: [C:1]([c:2]1[cH:3][cH:4][cH:5][cH:6][cH:7]1)([c:8]1[cH:9][cH:10][cH:11][cH:12][cH:13]1)([c:14]1[cH:15][cH:16][cH:17][cH:18][cH:19]1)[O:20][CH2:21][CH:22]1[CH:23]([OH:37])[CH2:24][CH:25]([n:27]2[c:28]([CH:35]=[O:36])[cH:29][c:30]([C:32]#[C:33][CH3:34])[cH:31]2)[O:26]1.[CH2:48]([SnH:49]([CH2:50][CH2:51][CH2:52][CH3:53])[CH2:54][CH2:55][CH2:56][CH3:57])[CH2:58][CH2:59][CH3:60].[CH3:73][C:74]#[N:75].[CH3:76][N:77]([CH3:78])[c:79]1[cH:80][cH:81][n:82][cH:83][cH:84]1.[CH3:85][c:86]1[cH:87][cH:88][cH:89][cH:90][cH:91]1.[Cl:38][C:39]([O:40][c:41]1[cH:42][cH:43][cH:44][cH:45][cH:46]1)=[S:47].[N:61]([C:62]([CH3:63])([CH3:64])[C:65]#[N:66])=[N:67][C:68]([CH3:69])([CH3:70])[C:71]#[N:72]>>[C:1]([c:2]1[cH:3][cH:4][cH:5][cH:6][cH:7]1)([c:8]1[cH:9][cH:10][cH:11][cH:12][cH:13]1)([c:14]1[cH:15][cH:16][cH:17][cH:18][cH:19]1)[O:20][CH2:21][CH:22]1[CH2:23][CH2:24][CH:25]([n:27]2[c:28]([CH:35]=[O:36])[cH:29][c:30]([C:32]#[C:33][CH3:34])[cH:31]2)[O:26]1. The product is CC#Cc1cc(C=O)n(C2CCC(COC(c3ccccc3)(c3ccccc3)c3ccccc3)O2)c1. Procedure: Into a solution of methyl 5-(3,4-dichlorophenylsulfinyl)-4-[N,N-bis(3-phenylpropyl)carbamoyl]pentanoate (220 mg) in dry dichloromethane (20 ml) were added portions of m-chloroperbenzoic acid (80%, 120 mg) with stirring at 0° C. After stirring at room temperature for 4 hours, sodium sulfite was added. The reaction mixture was washed with a saturated sodium bicarbonate solution and water, dried over MgSO4, and concentrated in vacuo. The residue was purified by flash column chromatography on silica... Reaction conditions: temperature 0 celsius. The solvent is ClCCl (dichloromethane). Reactants: ClC=1C=C(C=CC1Cl)S(=O)CC(CCC(=O)OC)C(N(CCCC1=CC=CC=C1)CCCC1=CC=CC=C1)=O (methyl 5-(3,4-dichlorophenylsulfinyl)-4-[N,N-bis(3-phenylpropyl)carbamoyl]pentanoate), ClC1=CC(=CC=C1)C(=O)OO (m-chloroperbenzoic acid), S(=O)([O-])[O-].[Na+].[Na+] (sodium sulfite). RXN SMILES: [Cl:1][C:2]1[CH:3]=[C:4]([S:9]([CH2:11][CH:12]([C:19](=[O:39])[N:20]([CH2:30][CH2:31][CH2:32][C:33]2[CH:38]=[CH:37][CH:36]=[CH:35][CH:34]=2)[CH2:21][CH2:22][CH2:23][C:24]2[CH:29]=[CH:28][CH:27]=[CH:26][CH:25]=2)[CH2:13][CH2:14][C:15]([O:17][CH3:18])=[O:16])=[O:10])[CH:5]=[CH:6][C:7]=1[Cl:8].ClC1C=CC=C(C(OO)=[O:48])C=1.S([O-])([O-])=O.[Na+].[Na+]>ClCCl>[Cl:1][C:2]1[CH:3]=[C:4]([S:9]([CH2:11][CH:12]([C:19](=[O:39])[N:20]([CH2:21][CH2:22][CH2:23][C:24]2[CH:29]=[CH:28][CH:27]=[CH:26][CH:25]=2)[CH2:30][CH2:31][CH2:32][C:33]2[CH:34]=[CH:35][CH:36]=[CH:37][CH:38]=2)[CH2:13][CH2:14][C:15]([O:17][CH3:18])=[O:16])(=[O:48])=[O:10])[CH:5]=[CH:6][C:7]=1[Cl:8] |f:2.3.4|. The yield is 88.5%. Product: ClC=1C=C(C=CC1Cl)S(=O)(=O)CC(CCC(=O)OC)C(N(CCCC1=CC=CC=C1)CCCC1=CC=CC=C1)=O (methyl 5-(3,4-dichlorophenylsulfonyl)-4-[N,N-bis(3-phenylpropyl)carbamoyl]pentanoate). The reactants are O (H2O), FC1=CC(=C(N)C=C1)[N+](=O)[O-] (4-fluoro-2-nitroaniline), BrN1C(CCC1=O)=O (N-bromosuccinimide). The solvent is CN(C)C=O (DMF), CN(C)C=O (DMF). Run at time 24 hour. Yields the product BrC1=CC(=CC(=C1N)[N+](=O)[O-])F (6-Bromo-4-fluoro-2-nitroaniline). Reaction SMILES: [F:1][C:2]1[CH:8]=[CH:7][C:5]([NH2:6])=[C:4]([N+:9]([O-:11])=[O:10])[CH:3]=1.[Br:12]N1C(=O)CCC1=O.O>CN(C=O)C>[Br:12][C:7]1[C:5]([NH2:6])=[C:4]([N+:9]([O-:11])=[O:10])[CH:3]=[C:2]([F:1])[CH:8]=1. Reported procedure: 6-Bromo-4-fluoro-2-nitroaniline was prepared using an adaptation of the method of Mitchell et al., J. Org. Chem. 44: 4733 (1979). To a solution of 4-fluoro-2-nitroaniline (500 mg, 3.2 mmol) in dry DMF (16 mL) under N2 was added dropwise a solution of N-bromosuccinimide (570 mg, 3.2 mmol) in dry DMF (16 mL). The reaction was allowed to stir 24 h. The solution was then poured into 100 mL H2O and this aqueous phase extracted with 4×25 mL CH2Cl2. The combined organic phases were washed with 3×4 mL H... Starting materials: CC(C)(C)OC(=O)N1CCC(COc2cc(NC(=O)c3cccnc3Cl)ccc2C(C)(C)C)CC1, CCN(C(C)C)C(C)C, NCc1ccc(F)cc1. Product: CC(C)(C)OC(=O)N1CCC(COc2cc(NC(=O)c3cccnc3NCc3ccc(F)cc3)ccc2C(C)(C)C)CC1. Reaction SMILES: [C:1]([CH3:2])([CH3:3])([CH3:4])[c:5]1[c:6]([O:21][CH2:22][CH:23]2[CH2:24][CH2:25][N:26]([C:29](=[O:30])[O:31][C:32]([CH3:33])([CH3:34])[CH3:35])[CH2:27][CH2:28]2)[cH:7][c:8]([NH:11][C:12]([c:13]2[c:14]([Cl:19])[n:15][cH:16][cH:17][cH:18]2)=[O:20])[cH:9][cH:10]1.[CH:36]([N:37]([CH2:38][CH3:39])[CH:40]([CH3:41])[CH3:42])([CH3:43])[CH3:44].[F:45][c:46]1[cH:47][cH:48][c:49]([CH2:50][NH2:51])[cH:52][cH:53]1>>[C:1]([CH3:2])([CH3:3])([CH3:4])[c:5]1[c:6]([O:21][CH2:22][CH:23]2[CH2:24][CH2:25][N:26]([C:29](=[O:30])[O:31][C:32]([CH3:33])([CH3:34])[CH3:35])[CH2:27][CH2:28]2)[cH:7][c:8]([NH:11][C:12]([c:13]2[c:14]([NH:51][CH2:50][c:49]3[cH:48][cH:47][c:46]([F:45])[cH:53][cH:52]3)[n:15][cH:16][cH:17][cH:18]2)=[O:20])[cH:9][cH:10]1. Starting materials: Nc1ccc(C(=O)c2ccccc2)cc1N, CCOC(C)=O, CC(C)S(=O)(=O)Cl, c1ccncc1. The product is CC(C)S(=O)(=O)Nc1cc(C(=O)c2ccccc2)ccc1N. Reaction SMILES: [C:1]([c:2]1[cH:3][cH:4][cH:5][cH:6][cH:7]1)(=[O:8])[c:9]1[cH:10][c:11]([NH2:16])[c:12]([NH2:15])[cH:13][cH:14]1.[CH3:30][CH2:31][O:32][C:33](=[O:34])[CH3:35].[CH:23]([CH3:24])([CH3:25])[S:26](=[O:27])(=[O:28])[Cl:29].[cH:17]1[cH:18][cH:19][n:20][cH:21][cH:22]1>>[C:1]([c:2]1[cH:3][cH:4][cH:5][cH:6][cH:7]1)(=[O:8])[c:9]1[cH:10][c:11]([NH:16][S:26]([CH:23]([CH3:24])[CH3:25])(=[O:27])=[O:28])[c:12]([NH2:15])[cH:13][cH:14]1. Reactants: COC(=O)c1cccc(COc2nc(Cl)cnc2NS(=O)(=O)c2cccc(Cl)c2Cl)c1, CO, Cl, [Li+], [OH-], O, O. Yields the product O=C(O)c1cccc(COc2nc(Cl)cnc2NS(=O)(=O)c2cccc(Cl)c2Cl)c1. RXN SMILES: [CH3:1][O:2][C:3]([c:4]1[cH:5][c:6]([CH2:10][O:11][c:12]2[n:13][c:14]([Cl:30])[cH:15][n:16][c:17]2[NH:18][S:19](=[O:20])(=[O:21])[c:22]2[c:23]([Cl:29])[c:24]([Cl:28])[cH:25][cH:26][cH:27]2)[cH:7][cH:8][cH:9]1)=[O:31].[CH3:37][OH:38].[ClH:35].[Li+:34].[OH-:33].[OH2:32].[OH2:36]>>[O:2]=[C:3]([c:4]1[cH:5][c:6]([CH2:10][O:11][c:12]2[n:13][c:14]([Cl:30])[cH:15][n:16][c:17]2[NH:18][S:19](=[O:20])(=[O:21])[c:22]2[c:23]([Cl:29])[c:24]([Cl:28])[cH:25][cH:26][cH:27]2)[cH:7][cH:8][cH:9]1)[OH:31].